Task: describe an organic reaction: reactants, conditions, products, and yield. Dataset: the Open Reaction Database (ORD), a public repository of structured organic reaction records Starting materials: FC(S(=O)(=O)OS(=O)(=O)C(F)(F)F)(F)F (trifluoromethanesulfonic anhydride), C(CCC)C=1N(C(=CN1)CCO)CC1=C(C=CC=C1)Cl (2-n-butyl-1-(2-chlorophenyl)methyl-5-(2-hydroxyethyl)-1H-imidazole), C(C)(C)N(CC)C(C)C (diisopropylethylamine), COC([C@@H](N)CC1=CC=CC=C1)=O (phenylalanine methyl ester), hydrochloride salt. The solvent is C(Cl)Cl (methylene chloride), C(Cl)Cl (methylene chloride), C(Cl)Cl (methylene chloride). Reaction conditions: temperature -78 celsius, time 15 minute. Product: COC([C@@H](NCCC1=CN=C(N1CC1=C(C=CC=C1)Cl)CCCC)CC1=CC=CC=C1)=O (N-[2-{1-[(2 chlorophenyl)methyl]-2-n-butyl-1H-imidazol-5-yl}ethyl ]phenylalanine methyl ester). Isolated yield 64.6%. As a reaction SMILES: FC(F)(F)S(OS(C(F)(F)F)(=O)=O)(=O)=O.[CH2:16]([C:20]1[N:21]([CH2:28][C:29]2[CH:34]=[CH:33][CH:32]=[CH:31][C:30]=2[Cl:35])[C:22]([CH2:25][CH2:26]O)=[CH:23][N:24]=1)[CH2:17][CH2:18][CH3:19].C(N(C(C)C)CC)(C)C.[CH3:45][O:46][C:47](=[O:57])[C@H:48]([CH2:50][C:51]1[CH:56]=[CH:55][CH:54]=[CH:53][CH:52]=1)[NH2:49]>C(Cl)Cl>[CH3:45][O:46][C:47](=[O:57])[C@H:48]([CH2:50][C:51]1[CH:56]=[CH:55][CH:54]=[CH:53][CH:52]=1)[NH:49][CH2:26][CH2:25][C:22]1[N:21]([CH2:28][C:29]2[CH:34]=[CH:33][CH:32]=[CH:31][C:30]=2[Cl:35])[C:20]([CH2:16][CH2:17][CH2:18][CH3:19])=[N:24][CH:23]=1. Reported procedure: A solution of trifluoromethanesulfonic anhydride (0.954 g, 3.38 mmol) in methylene chloride (5 ml) was cooled to -78° C. under nitrogen, and a solution of 2-n-butyl-1-(2-chlorophenyl)methyl-5-(2-hydroxyethyl)-1H-imidazole (0.9 g, 3.07 mmol), diisopropylethylamine (0.44 g. 3.38 mmol) and methylene chloride (10 ml) was added dropwise. The mixture was stirred at -78° C. for an additional 15 minutes, then a solution of the free base of phenylalanine methyl ester (prepared from 1.33 q (6.15 mmol) of ...